From a dataset of the Open Reaction Database (ORD), a public repository of structured organic reaction records. describe an organic reaction: reactants, conditions, products, and yield The reactants are CON(C(C1=C(C=C(C=C1)F)NCC)=O)C (N-methoxy-N-methyl-4-fluoro-2-ethylamino-benzamide), [H-].[H-].[H-].[H-].[Li+].[Al+3] (LiAlH4), C1(=CC=CC=C1)P(C1=CC=CC=C1)(C1=CC=CC=C1)=CC(=O)OC (methyl (triphenylphosphoranylidene)acetate). Run in C1CCOC1 (THF), C1(=CC=CC=C1)C (toluene). Run at temperature -35 celsius, time 40 minute. Yields the product COC(C=CC1=C(C=C(C=C1)F)NCC)=O (3-(4-fluoro-2-ethylamino-phenyl)-acrylic acid methyl ester). The yield is 57.1%. As a reaction SMILES: CON(C)[C:4](=O)[C:5]1[CH:10]=[CH:9][C:8]([F:11])=[CH:7][C:6]=1[NH:12][CH2:13][CH3:14].[H-].[H-].[H-].[H-].[Li+].[Al+3].C1(P(=[CH:42][C:43]([O:45][CH3:46])=[O:44])(C2C=CC=CC=2)C2C=CC=CC=2)C=CC=CC=1>C1COCC1.C1(C)C=CC=CC=1>[CH3:46][O:45][C:43](=[O:44])[CH:42]=[CH:4][C:5]1[CH:10]=[CH:9][C:8]([F:11])=[CH:7][C:6]=1[NH:12][CH2:13][CH3:14] |f:1.2.3.4.5.6|. Procedure: To a solution of N-methoxy-N-methyl-4-fluoro-2-ethylamino-benzamide (0.23 g, 1.02 mmol) in THF (4 mL) was added dropwise LiAlH4 (1 M in THF, 0.51 mL) at −45° C. The mixture was stirred for 40 minutes at −35° C. and then quenched by adding saturated aqueous KHSO4 solution. The mixture was diluted with EtOAc, washed with 3 N HCl, and brine, dried over anhydrous magnesium sulfate, filtered, and concentrated under reduced pressure. The residue was reacted with methyl (triphenylphosphoranylidene)acet... Reactants: CN, COC(=O)c1c(CSc2ccncc2)[n+]([O-])c2ccccc2[n+]1[O-]. Yields the product CNC(=O)c1c(CSc2ccncc2)[n+]([O-])c2ccccc2[n+]1[O-]. As a reaction SMILES: [CH3:25][NH2:26].[n:1]1[cH:2][cH:3][c:4]([S:7][CH2:8][c:9]2[c:10]([C:21]([O:23][CH3:22])=[O:24])[n+:11]([O-:20])[c:12]3[cH:13][cH:14][cH:15][cH:16][c:17]3[n+:18]2[O-:19])[cH:5][cH:6]1>>[n:1]1[cH:2][cH:3][c:4]([S:7][CH2:8][c:9]2[c:10]([C:21](=[O:23])[NH:26][CH3:25])[n+:11]([O-:20])[c:12]3[cH:13][cH:14][cH:15][cH:16][c:17]3[n+:18]2[O-:19])[cH:5][cH:6]1. Reactants: [Br-], [Cd+2], [Cl-], [Cl-], CCOC(=O)Cc1ccc(C(=O)Cl)n1C, Cl, Cc1ccc([Mg+])cc1, c1ccccc1. Reaction SMILES: [Br-:1].[Cd+2:27].[Cl-:26].[Cl-:28].[Cl:10][C:11](=[O:12])[c:13]1[cH:14][cH:15][c:16]([CH2:19][C:20](=[O:21])[O:22][CH2:23][CH3:24])[n:17]1[CH3:18].[ClH:25].[c:2]1([CH3:9])[cH:3][cH:4][c:5]([Mg+:8])[cH:6][cH:7]1.[cH:29]1[cH:30][cH:31][cH:32][cH:33][cH:34]1>>[c:2]1([CH3:9])[cH:3][cH:4][c:5]([C:11](=[O:12])[c:13]2[cH:14][cH:15][c:16]([CH2:19][C:20](=[O:21])[O:22][CH2:23][CH3:24])[n:17]2[CH3:18])[cH:6][cH:7]1. The product is CCOC(=O)Cc1ccc(C(=O)c2ccc(C)cc2)n1C. Reactants: NCc1ccccc1, C1COCCO1, CN(C)C=O, CC(C)(C)OC(=O)N1CCc2c(nc(Nc3ccc(-c4cnco4)cc3)nc2OS(=O)(=O)C(F)(F)F)C1. Product: CC(C)(C)OC(=O)N1CCc2c(nc(Nc3ccc(-c4cnco4)cc3)nc2NCc2ccccc2)C1. Reaction SMILES: [NH2:1][CH2:2][c:3]1[cH:4][cH:5][cH:6][cH:7][cH:8]1.[O:46]1[CH2:47][CH2:48][O:49][CH2:50][CH2:51]1.[O:52]=[CH:53][N:54]([CH3:55])[CH3:56].[o:9]1[cH:10][n:11][cH:12][c:13]1-[c:14]1[cH:15][cH:16][c:17]([NH:20][c:21]2[n:22][c:23]([O:38][S:39]([C:40]([F:41])([F:42])[F:43])(=[O:44])=[O:45])[c:24]3[c:25]([n:26]2)[CH2:27][N:28]([C:31](=[O:32])[O:33][C:34]([CH3:35])([CH3:36])[CH3:37])[CH2:29][CH2:30]3)[cH:18][cH:19]1>>[NH:1]([CH2:2][c:3]1[cH:4][cH:5][cH:6][cH:7][cH:8]1)[c:23]1[n:22][c:21]([NH:20][c:17]2[cH:16][cH:15][c:14](-[c:13]3[o:9][cH:10][n:11][cH:12]3)[cH:19][cH:18]2)[n:26][c:25]2[c:24]1[CH2:30][CH2:29][N:28]([C:31](=[O:32])[O:33][C:34]([CH3:35])([CH3:36])[CH3:37])[CH2:27]2.